From a dataset of the Open Reaction Database (ORD), a public repository of structured organic reaction records. describe an organic reaction: reactants, conditions, products, and yield The product is CC1=NN(C(=C1CC1=C(C2=C(N(C(N(C2=O)C)=O)CC(C)C)S1)C(=O)OC)C)C1=CC=CC=C1 (Methyl 6-[3,5-dimethyl-1-phenyl-1H-pyrazol-4-ylmethyl]-1-isobutyl-3-methyl-2,4-dioxo-1,2,3,4-tetrahydrothieno[2,3-d]pyrimidine-5-carboxylate). Starting materials: BrCC1=C(C2=C(N(C(N(C2=O)C)=O)CC(C)C)S1)C(=O)OC (methyl 6-(bromomethyl)-1-isobutyl-3-methyl-2,4-dioxo-1,2,3,4-tetrahydrothieno[2,3-d]pyrimidine-5-carboxylate), C1(=CC=CC=C1)NN (phenyl hydrazine). Reaction SMILES: Br[CH2:2][C:3]1[S:18][C:6]2[N:7]([CH2:14][CH:15]([CH3:17])[CH3:16])[C:8](=[O:13])[N:9]([CH3:12])[C:10](=[O:11])[C:5]=2[C:4]=1[C:19]([O:21][CH3:22])=[O:20].[C:23]1([NH:29][NH2:30])[CH:28]=[CH:27][CH:26]=[CH:25][CH:24]=1>C/C(/O)=C/C(C)=O.C/C(/O)=C/C(C)=O.[Zn]>[CH3:2][C:3]1[C:4]([CH2:2][C:3]2[S:18][C:6]3[N:7]([CH2:14][CH:15]([CH3:17])[CH3:16])[C:8](=[O:13])[N:9]([CH3:12])[C:10](=[O:11])[C:5]=3[C:4]=2[C:19]([O:21][CH3:22])=[O:20])=[C:5]([CH3:6])[N:29]([C:23]2[CH:28]=[CH:27][CH:26]=[CH:25][CH:24]=2)[N:30]=1 |f:2.3.4|. Reagents/catalysts: C/C(=C/C(=O)C)/O.C/C(=C/C(=O)C)/O.[Zn] (zinc acetylacetonate hydrate). Procedure: Prepared from methyl 6-(bromomethyl)-1-isobutyl-3-methyl-2,4-dioxo-1,2,3,4-tetrahydrothieno[2,3-d]pyrimidine-5-carboxylate (500 mg), zinc acetylacetonate hydrate and phenyl hydrazine following the procedure of example 26, part a). Crude product was purified by column chromatography over silica, eluting with ethyl acetate/iso-hexane (2:3) to give the sub-title compound (555 mg) as a solid. MS(ESI) 481 [M+H]+. δ 1HDMSO 0.95 (6H, d), 2.24 (3H, s), 2.27 (3H, s), 2.20-2.30 (1H, m), 3.39 (3H, s), 3.71... The reactants are C(=O)(O)[O-].[Na+] (NaHCO3), ClC1=C(C=NC2=CC(=C(C=C12)OC)OC)C(=O)N (4-chloro-6,7-dimethoxy-3-quinolinecarboxamide), NC1=CC(=C(C(=O)O)C=C1)C (4-amino-2-methylbenzoic acid), C(C)(=O)O (acetic acid), C(C)(=O)O (acetic acid). Solvent: CN(C)C=O (DMF), O (water). Run at temperature 100 celsius. Product: C(=O)(O)C1=CC(=C(NC2=C(C=NC3=CC(=C(C=C23)OC)OC)C(=O)N)C=C1)C (4-(4-Carboxy-2-methylanilino)-6,7-dimethoxy-3-quinolinecarboxamide). Yield: 47.0%. As a reaction SMILES: Cl[C:2]1[C:11]2[C:6](=[CH:7][C:8]([O:14][CH3:15])=[C:9]([O:12][CH3:13])[CH:10]=2)[N:5]=[CH:4][C:3]=1[C:16]([NH2:18])=[O:17].[NH2:19][C:20]1[CH:28]=[CH:27][C:23]([C:24]([OH:26])=[O:25])=[C:22](C)[CH:21]=1.[C:30](O)(=O)C.C([O-])(O)=O.[Na+]>CN(C=O)C.O>[C:24]([C:23]1[CH:22]=[CH:21][C:20]([NH:19][C:2]2[C:11]3[C:6](=[CH:7][C:8]([O:14][CH3:15])=[C:9]([O:12][CH3:13])[CH:10]=3)[N:5]=[CH:4][C:3]=2[C:16]([NH2:18])=[O:17])=[C:28]([CH3:30])[CH:27]=1)([OH:26])=[O:25] |f:3.4|. Procedure details: A mixture of 4-chloro-6,7-dimethoxy-3-quinolinecarboxamide (0.046 g, 0.17 mmol), 4-amino-2-methylbenzoic acid (0.036 g, 0.24 mmol) and acetic acid (40 μl) in DMF (0.8 ml) was heated at 100° C. for 12 h. After cooling, the mixture was diluted with water (15 ml) and made alkaline with saturated NaHCO3 and was then weakly acidified with acetic acid. The precipitate was filtered of and suspended in warm methanol. After cooling, the precipitate was filtered off and dried to give the title compound (3... Product: C(C)NC(=O)NC=1SC2=C(N1)C=C(C=C2C=2C=NC=CC2)I (1-Ethyl-3-(5-iodo-7-pyridin-3-yl-benzothiazol-2-yl)-urea), solid. Reagents/catalysts: Cl[Pd]([P](C1=CC=CC=C1)(C2=CC=CC=C2)C3=CC=CC=C3)([P](C4=CC=CC=C4)(C5=CC=CC=C5)C6=CC=CC=C6)Cl (bis(triphenylphosphine)palladium(II) dichloride). Reaction conditions: temperature 120 celsius. The yield is 14.0%. Starting materials: IC=1C=C(C2=C(N=C(S2)NC(=O)NCC)C1)I (1-(5,7-diiodo-benzothiazol-2-yl)-3-ethyl-urea), N1=CC(=CC=C1)B(O)O (pyridine 3-boronic acid), [O-]P(=O)([O-])[O-].[K+].[K+].[K+] (K3PO4). Reported procedure: To a solution of 1-(5,7-diiodo-benzothiazol-2-yl)-3-ethyl-urea (0.20 g, 0.42 mmol) in DMF (5 mL) was added pyridine 3-boronic acid (0.076 g, 0.63 mmol) and K3PO4 (0.133 g, 0.63 mmol) under nitrogen atmosphere at room temperature. The reaction mixture was degassed for half an hour followed by the addition of bis(triphenylphosphine)palladium(II) dichloride (0.0044 g, 0.063 mmol). The reaction mixture was again degassed for half an hour and then heated at 120° C. for 1 h under nitrogen atmosphere. ... Solvent: CN(C)C=O (DMF). Reaction SMILES: [I:1][C:2]1[CH:3]=[C:4](I)[C:5]2[S:9][C:8]([NH:10][C:11]([NH:13][CH2:14][CH3:15])=[O:12])=[N:7][C:6]=2[CH:16]=1.[N:18]1[CH:23]=[CH:22][CH:21]=[C:20](B(O)O)[CH:19]=1.[O-]P([O-])([O-])=O.[K+].[K+].[K+]>CN(C=O)C.Cl[Pd](Cl)([P](C1C=CC=CC=1)(C1C=CC=CC=1)C1C=CC=CC=1)[P](C1C=CC=CC=1)(C1C=CC=CC=1)C1C=CC=CC=1>[CH2:14]([NH:13][C:11]([NH:10][C:8]1[S:9][C:5]2[C:4]([C:20]3[CH:19]=[N:18][CH:23]=[CH:22][CH:21]=3)=[CH:3][C:2]([I:1])=[CH:16][C:6]=2[N:7]=1)=[O:12])[CH3:15] |f:2.3.4.5,^1:42,61|. Reactants: N1C=C(C2=CC=CC=C12)C=O (indole-3-carbaldehyde), N1=CC(=CC=C1)N (pyridin-3-ylamine). Solvent: ClCCl (dichloromethane). Yields the product N1C=C(C2=CC=CC=C12)\C=N/C=1C=NC=CC1 ((Z)-(1H-indol-3-ylmethylene)-pyridin-3-amine). RXN SMILES: [NH:1]1[C:9]2[C:4](=[CH:5][CH:6]=[CH:7][CH:8]=2)[C:3]([CH:10]=O)=[CH:2]1.[N:12]1[CH:17]=[CH:16][CH:15]=[C:14]([NH2:18])[CH:13]=1>ClCCl>[NH:1]1[C:9]2[C:4](=[CH:5][CH:6]=[CH:7][CH:8]=2)[C:3](/[CH:10]=[N:18]\[C:14]2[CH:13]=[N:12][CH:17]=[CH:16][CH:15]=2)=[CH:2]1. Procedure: A mixture of indole-3-carbaldehyde (1 g, 6.9 mmol, 1.0 eq.) and pyridin-3-ylamine (843 mg, 9.0 mmol, 1.3 eq.) in anhydrous dichloromethane (15 mL) was heated in a sealed tube at reflux temperature for 36 hours. The reaction was allowed to cool to room temperature and then, the insoluble was filtered, washed with dichloromethane and diethyl ether to afford (Z)-(1H-indol-3-ylmethylene)-pyridin-3-amine as a beige powder (1.5 g, Rdt: 98%). Reactants: C1CCCCC1, CCCCCCCCCCCCCCCCC(=O)O, O=S(Cl)Cl. The product is CCCCCCCCCCCCCCCCC(=O)Cl. Reaction SMILES: [CH2:24]1[CH2:25][CH2:26][CH2:27][CH2:28][CH2:29]1.[CH3:1][CH2:2][CH2:3][CH2:4][CH2:5][CH2:6][CH2:7][CH2:8][CH2:9][CH2:10][CH2:11][CH2:12][CH2:13][CH2:14][CH2:15][CH2:16][C:17]([OH:18])=[O:19].[S:20]([Cl:21])([Cl:22])=[O:23]>>[CH3:1][CH2:2][CH2:3][CH2:4][CH2:5][CH2:6][CH2:7][CH2:8][CH2:9][CH2:10][CH2:11][CH2:12][CH2:13][CH2:14][CH2:15][CH2:16][C:17](=[O:19])[Cl:22]. Starting materials: C(C)(C)(C)OC(=O)C1=CC(=C(C=C1)C=1C(=NN(C1CCCC)C1=CC=CC=C1)C(=O)OCC)C(=O)N1CC2=CC=CC=C2C[C@H]1CO[Si](C)(C)C(C)(C)C (ethyl 4-(4-(tert-butoxycarbonyl)-2-((S)-3-((tert-butyldimethylsilyloxy)methyl)-1,2,3,4-tetrahydroisoquinoline-2-carbonyl)phenyl)-5-butyl-1-phenyl-1H-pyrazole-3-carboxylate), C(C)(C)(C)OC(=O)C1=CC(=C(C=C1)C=1C(=NN(C1CCCC)C1=CC=CC=C1)C(=O)OCC)C(=O)N1CC2=CC=CC=C2C[C@H]1CO[Si](C)(C)C(C)(C)C (ethyl 4-(4-(tert-butoxycarbonyl)-2-((S)-3-((tert-butyldimethylsilyloxy)methyl)-1,2,3,4-tetrahydroisoquinoline-2-carbonyl)phenyl)-5-butyl-1-phenyl-1H-pyrazole-3-carboxylate), CCCC[N+](CCCC)(CCCC)CCCC.[F-] (TBAF). The solvent is CCOC(=O)C (EtOAc), C1CCOC1 (THF). Conditions: time 1 hour. The product is C(C)(C)(C)OC(=O)C1=CC(=C(C=C1)C=1C(=NN(C1CCCC)C1=CC=CC=C1)C(=O)OCC)C(=O)N1CC2=CC=CC=C2C[C@H]1CO (ethyl 4-(4-(tert-butoxycarbonyl)-2-((S)-3-(hydroxymethyl)-1,2,3,4-tetrahydroisoquinoline-2-carbonyl)phenyl)-5-butyl-1-phenyl-1H-pyrazole-3-carboxylate). Yield: 64.4%. Reaction SMILES: [C:1]([O:5][C:6]([C:8]1[CH:13]=[CH:12][C:11]([C:14]2[C:15]([C:29]([O:31][CH2:32][CH3:33])=[O:30])=[N:16][N:17]([C:23]3[CH:28]=[CH:27][CH:26]=[CH:25][CH:24]=3)[C:18]=2[CH2:19][CH2:20][CH2:21][CH3:22])=[C:10]([C:34]([N:36]2[C@H:45]([CH2:46][O:47][Si](C(C)(C)C)(C)C)[CH2:44][C:43]3[C:38](=[CH:39][CH:40]=[CH:41][CH:42]=3)[CH2:37]2)=[O:35])[CH:9]=1)=[O:7])([CH3:4])([CH3:3])[CH3:2].CCCC[N+](CCCC)(CCCC)CCCC.[F-]>C1COCC1.CCOC(C)=O>[C:1]([O:5][C:6]([C:8]1[CH:13]=[CH:12][C:11]([C:14]2[C:15]([C:29]([O:31][CH2:32][CH3:33])=[O:30])=[N:16][N:17]([C:23]3[CH:28]=[CH:27][CH:26]=[CH:25][CH:24]=3)[C:18]=2[CH2:19][CH2:20][CH2:21][CH3:22])=[C:10]([C:34]([N:36]2[C@H:45]([CH2:46][OH:47])[CH2:44][C:43]3[C:38](=[CH:39][CH:40]=[CH:41][CH:42]=3)[CH2:37]2)=[O:35])[CH:9]=1)=[O:7])([CH3:2])([CH3:3])[CH3:4] |f:1.2|. Reported procedure: To a solution of ethyl 4-(4-(tert-butoxycarbonyl)-2-((S)-3-((tert-butyldimethylsilyloxy)methyl)-1,2,3,4-tetrahydroisoquinoline-2-carbonyl)phenyl)-5-butyl-1-phenyl-1H-pyrazole-3-carboxylate (Intermediate 259E, 207 mg, 0.275 mmol) in THF (2.0 mL) at room temperature was added TBAF (0.413 mL, 0.413 mmol). After stirring at room temperature for 1 h, the reaction mixture was diluted with EtOAc, washed with sat. aq. sodium bicarbonate solution, dried over anhydrous sodium sulfate and concentrated in v... Starting materials: NC=1N=CSC1C(=O)OC (methyl 4-aminothiazole-5-carboxylate), NC(=O)N (urea). Conditions: temperature 190 celsius. Yields the product S1C=NC=2NC(NC(C21)=O)=O (thiazolo[4,5-d]pyrimidine-5,7(4H,6H)-dione). RXN SMILES: [NH2:1][C:2]1[N:3]=[CH:4][S:5][C:6]=1[C:7]([O:9]C)=O.[NH2:11][C:12](N)=[O:13]>>[S:5]1[C:6]2[C:7](=[O:9])[NH:11][C:12](=[O:13])[NH:1][C:2]=2[N:3]=[CH:4]1. Procedure details: A mixture of methyl 4-aminothiazole-5-carboxylate 40 (WO 2006/096338; WO 2005/049613) and urea is heated at 190° C. for 2 hours. The hot reaction mixture is poured onto sodium hydroxide solution and any insoluble material is removed by filtration. The mixture is acidified (HCl, 2N) to yield thiazolo[4,5-d]pyrimidine-5,7(4H,6H)-dione 41 (Baker et al (1970) Jour. of the Chem. Soc. 18:2478-84; U.S. Pat. No. 3,277,093; Childress and McKee (1951) J. Am. Chem. Soc. 73:3862-64; Erlenmeyer and Furger (1... RXN SMILES: Br[C:2]1[CH:7]=[CH:6][C:5]([C:8]2[C:12]3[CH2:13][C:14]4[S:15][CH:16]=[CH:17][C:18]=4[C:11]=3[N:10]([CH2:19][O:20][CH2:21][CH2:22][Si:23]([CH3:26])([CH3:25])[CH3:24])[N:9]=2)=[CH:4][CH:3]=1.CC1(C)C(C)(C)OB([C:35]2[CH:40]=[CH:39][C:38]([OH:41])=[CH:37][CH:36]=2)O1.C([O-])([O-])=O.[Na+].[Na+]>C1(C)C=CC=CC=1.C(O)C.Cl[Pd](Cl)([P](C1C=CC=CC=1)(C1C=CC=CC=1)C1C=CC=CC=1)[P](C1C=CC=CC=1)(C1C=CC=CC=1)C1C=CC=CC=1>[CH3:24][Si:23]([CH3:26])([CH3:25])[CH2:22][CH2:21][O:20][CH2:19][N:10]1[C:11]2[C:18]3[CH:17]=[CH:16][S:15][C:14]=3[CH2:13][C:12]=2[C:8]([C:5]2[CH:6]=[CH:7][C:2]([C:35]3[CH:40]=[CH:39][C:38]([OH:41])=[CH:37][CH:36]=3)=[CH:3][CH:4]=2)=[N:9]1 |f:2.3.4,5.6,^1:61,80|. Yield: 52.0%. The reagents and catalysts are Cl[Pd]([P](C1=CC=CC=C1)(C2=CC=CC=C2)C3=CC=CC=C3)([P](C4=CC=CC=C4)(C5=CC=CC=C5)C6=CC=CC=C6)Cl (Pd(PPh3)2Cl2). Procedure details: A mixture of the corresponding inteimmediate 6-(4-Bromo-phenyl)-4-(2-trimethylsilanyl-ethoxymethyl)-4,7-dihydro-1-thia-4,5-diaza-cyclopenta[a]pentalene (0.3 g, 0.9 mmol), 4-(4,4,5,5-Tetramethyl-[1,3,2]dioxaborolan-2-yl)-phenol (0.33 g, 1.5 mmol), Na2CO3 (2 M, 2.7 mL), and Pd(PPh3)2Cl2 (8 mg, 0.075 mmol) in toluene/ethanol (1:1, 6 mL) was heated at 100° C. for 8 hr. The solution was cooled to room temperature and extracted with ethyl acetate. The target product was purified by gravity column chro... Yields the product C[Si](CCOCN1N=C(C2=C1C=1C=CSC1C2)C2=CC=C(C=C2)C2=CC=C(C=C2)O)(C)C (4′-[4-(2-Trimethylsilanyl-ethoxymethyl)-4,7-dihydro-1-thia-4,5-diaza-cyclopenta[a]pe ntalen-6-yl]-biphenyl-4-ol). Reaction conditions: temperature 100 celsius. The reactants are BrC1=CC=C(C=C1)C1=NN(C2=C1CC=1SC=CC21)COCC[Si](C)(C)C (6-(4-Bromo-phenyl)-4-(2-trimethylsilanyl-ethoxymethyl)-4,7-dihydro-1-thia-4,5-diaza-cyclopenta[a]pentalene), CC1(OB(OC1(C)C)C1=CC=C(C=C1)O)C (4-(4,4,5,5-Tetramethyl-[1,3,2]dioxaborolan-2-yl)-phenol), C(=O)([O-])[O-].[Na+].[Na+] (Na2CO3). Solvent: C1(=CC=CC=C1)C.C(C)O (toluene ethanol). Starting materials: C(CC(=O)C)(=O)OCC (ethyl acetoacetate), C(CS)(=O)OC (methyl thioglycolate), [Na] (sodium), crude product. Solvent: ClCCl (dichloromethane). Product: OC1=C(SC(=C1)C)C(=O)OC (Methyl 3-hydroxy-5-methyl-2-thiophenecarboxylate). Yield: 52.3%. As a reaction SMILES: [C:1]([O:7][CH2:8]C)(=[O:6])[CH2:2][C:3]([CH3:5])=[O:4].[C:10](OC)(=O)[CH2:11][SH:12].[Na]>ClCCl>[OH:4][C:3]1[CH:5]=[C:11]([CH3:10])[S:12][C:2]=1[C:1]([O:7][CH3:8])=[O:6] |^1:15|. Procedure details: Prepared by the method described in Example 1 from ethyl acetoacetate (130 g, 1.0 mole), methyl thioglycolate (212 g, 2.0 moles) and sodium (53 g, 2.3 moles). The crude product is shaken with two portions of dichloromethane, filtered, and the filtrate stripped of solvent under reduced pressure to afford the product (90.1 g); mp 50°-53° C.